From a dataset of the Open Reaction Database (ORD), a public repository of structured organic reaction records. describe an organic reaction: reactants, conditions, products, and yield Starting materials: Sc1cccc(Br)c1, OCCBr, O=C([O-])[O-], CCOC(C)=O, [Cs+], [Cs+], CN(C)C=O. Product: OCCSc1cccc(Br)c1. As a reaction SMILES: [Br:1][c:2]1[cH:3][c:4]([SH:8])[cH:5][cH:6][cH:7]1.[Br:9][CH2:10][CH2:11][OH:12].[C:13](=[O:14])([O-:15])[O-:16].[CH3:24][CH2:25][O:26][C:27](=[O:28])[CH3:29].[Cs+:17].[Cs+:18].[O:19]=[CH:20][N:21]([CH3:22])[CH3:23]>>[Br:1][c:2]1[cH:3][c:4]([S:8][CH2:10][CH2:11][OH:12])[cH:5][cH:6][cH:7]1.